Dataset: the Open Reaction Database (ORD), a public repository of structured organic reaction records. Task: describe an organic reaction: reactants, conditions, products, and yield Starting materials: CC(C)=O, CC1Cc2nc(C(=O)N3CCN(S(=O)(=O)c4ccc5cc(Cl)ccc5c4)CC3)sc2CN1, Cl, [Na+], [OH-], OO. Product: CC1Cc2c(sc(C(=O)N3CCN(S(=O)(=O)c4ccc5cc(Cl)ccc5c4)CC3)[n+]2[O-])CN1. Reaction SMILES: [CH3:38][C:39](=[O:40])[CH3:41].[Cl:2][c:3]1[cH:4][c:5]2[cH:6][cH:7][c:8]([S:13](=[O:14])(=[O:15])[N:16]3[CH2:17][CH2:18][N:19]([C:22](=[O:23])[c:24]4[s:25][c:26]5[c:31]([n:32]4)[CH2:30][CH:29]([CH3:33])[NH:28][CH2:27]5)[CH2:20][CH2:21]3)[cH:9][c:10]2[cH:11][cH:12]1.[ClH:1].[Na+:35].[OH-:34].[OH:36][OH:37]>>[Cl:2][c:3]1[cH:4][c:5]2[cH:6][cH:7][c:8]([S:13](=[O:14])(=[O:15])[N:16]3[CH2:17][CH2:18][N:19]([C:22](=[O:23])[c:24]4[s:25][c:26]5[c:31]([n+:32]4[O-:34])[CH2:30][CH:29]([CH3:33])[NH:28][CH2:27]5)[CH2:20][CH2:21]3)[cH:9][c:10]2[cH:11][cH:12]1. Reactants: [PH2](=O)O (hypophosphorous acid), C(=O)(O)C1=C(C=O)C=CC=C1 (2-carboxybenzaldehyde), resultant mixture. Solvent: C1(=CC=CC=C1)C (toluene). Product: O=C1OC(C2=CC=CC=C12)P(O)(=O)C1OC(C2=CC=CC=C12)=O (bis-(3-oxo-1,3-dihydro-isobenzofuran-1-yl)-phosphinic acid). The yield is 91.5%. Reaction SMILES: [C:1]([C:4]1[CH:11]=[CH:10][CH:9]=[CH:8][C:5]=1[CH:6]=[O:7])([OH:3])=O.[PH2:12]([OH:14])=[O:13]>C1(C)C=CC=CC=1>[O:7]=[C:6]1[C:5]2[C:4](=[CH:11][CH:10]=[CH:9][CH:8]=2)[CH:1]([P:12]([CH:6]2[C:5]3[C:4](=[CH:11][CH:10]=[CH:9][CH:8]=3)[C:1](=[O:3])[O:7]2)(=[O:14])[OH:13])[O:3]1. Procedure details: Into a suspension of 30.1 grams (0.2 moles) of 2-carboxybenzaldehyde in 220 mL of toluene is added 10.4 mL (0.1 moles) of 50% aqueous hypophosphorous acid. The resultant mixture is heated to reflux and 9 mL of water is collected by azeotropic distillation using a Dean-Stark receiver. Upon cooling the reaction mixture, the precipitated white solid is collected by filtration and dried to give 30.2 grams (91% yield) of bis-(3-oxo-1,3-dihydro-isobenzofuran-1-yl)-phosphinic acid as a white powder, mp...